From a dataset of the Open Reaction Database (ORD), a public repository of structured organic reaction records. describe an organic reaction: reactants, conditions, products, and yield Starting materials: CC(=O)O, CCO, COC(=O)c1ccc(C=O)c([N+](=O)[O-])c1. Product: COC(=O)c1ccc(C=O)c(N)c1. RXN SMILES: [CH3:19][C:20](=[O:21])[OH:22].[CH3:1][CH2:2][OH:3].[CH3:4][O:5][C:6]([c:7]1[cH:8][c:9]([N+:15]([O-:16])=[O:17])[c:10]([CH:13]=[O:14])[cH:11][cH:12]1)=[O:18]>>[CH3:4][O:5][C:6]([c:7]1[cH:8][c:9]([NH2:15])[c:10]([CH:13]=[O:14])[cH:11][cH:12]1)=[O:18]. Reactants: ClC1=CC=C(C=C1)S(=O)(=O)CC#N (4-chlorophenylsulfonylacetonitrile), C([O-])([O-])=O.[K+].[K+] (potassium carbonate), COC=1C=C(C=C(C1)OC)N=C=S (3,5-dimethoxyphenyl isothiocyanate), CI (methyl iodide). Run in CC(=O)C (acetone). Run at time 15 minute. Product: ClC1=CC=C(C=C1)S(=O)(=O)C(C#N)=C(SC)NC1=CC(=CC(=C1)OC)OC (2-(4-Chlorophenylsulfonyl)-3-(3,5-dimethoxyphenylamino)-3-methylsulfanyl-2-propenenitrile). Isolated yield 65.0%. Reaction SMILES: [Cl:1][C:2]1[CH:7]=[CH:6][C:5]([S:8]([CH2:11][C:12]#[N:13])(=[O:10])=[O:9])=[CH:4][CH:3]=1.[C:14](=O)([O-])[O-].[K+].[K+].[CH3:20][O:21][C:22]1[CH:23]=[C:24]([N:30]=[C:31]=[S:32])[CH:25]=[C:26]([O:28][CH3:29])[CH:27]=1.CI>CC(C)=O>[Cl:1][C:2]1[CH:3]=[CH:4][C:5]([S:8]([C:11](=[C:31]([NH:30][C:24]2[CH:25]=[C:26]([O:28][CH3:29])[CH:27]=[C:22]([O:21][CH3:20])[CH:23]=2)[S:32][CH3:14])[C:12]#[N:13])(=[O:9])=[O:10])=[CH:6][CH:7]=1 |f:1.2.3|. Procedure: To a solution of 4-chlorophenylsulfonylacetonitrile (1.00 g, 4.6 mmol) in dry acetone (10 ml) first dry potassium carbonate (1.28 g, 9.3 mmol) and then 3,5-dimethoxyphenyl isothiocyanate (0.96 g, 4.9 mmol) were added. The resulting mixture was stirred at room temperature under nitrogen for 2 h 15 min and then filtered. To the filtrate methyl iodide (0.86 ml, 13.9 mmol) was added. The mixture was stirred at room temperature for 4 h. The reaction mixture was concentrated. The residue was dissolved...